From a dataset of the Open Reaction Database (ORD), a public repository of structured organic reaction records. describe an organic reaction: reactants, conditions, products, and yield Reactants: 6-(trifluoromethanesulfoxy)-1-indanone, B(OC1=CC=C(C=C1)C)([O-])[O-] (4-methylphenyl borate), C([O-])([O-])=O.[K+].[K+] (potassium carbonate), C1(=CC=CC=C1)C (toluene), C(C)O (ethanol). The reagents and catalysts are C=1C=CC(=CC1)[P](C=2C=CC=CC2)(C=3C=CC=CC3)[Pd]([P](C=4C=CC=CC4)(C=5C=CC=CC5)C=6C=CC=CC6)([P](C=7C=CC=CC7)(C=8C=CC=CC8)C=9C=CC=CC9)[P](C=1C=CC=CC1)(C=1C=CC=CC1)C=1C=CC=CC1 (tetrakis(triphenylphosphine)palladium). The solvent is O (water). Conditions: time 30 minute. The product is CC1=CC=C(C=C1)C1=CC=C2CCC(C2=C1)=O (6-(4-methylphenyl)-1-indanone). RXN SMILES: B([O-])([O-])O[C:3]1[CH:8]=[CH:7][C:6]([CH3:9])=[CH:5][CH:4]=1.C(=O)([O-])[O-].[K+].[K+].[C:18]1([CH3:24])[CH:23]=[CH:22][CH:21]=[CH:20][CH:19]=1.[CH2:25]([OH:27])[CH3:26]>C1C=CC([P]([Pd]([P](C2C=CC=CC=2)(C2C=CC=CC=2)C2C=CC=CC=2)([P](C2C=CC=CC=2)(C2C=CC=CC=2)C2C=CC=CC=2)[P](C2C=CC=CC=2)(C2C=CC=CC=2)C2C=CC=CC=2)(C2C=CC=CC=2)C2C=CC=CC=2)=CC=1.O>[CH3:24][C:18]1[CH:23]=[CH:22][C:21]([C:3]2[CH:8]=[C:7]3[C:6]([CH2:9][CH2:26][C:25]3=[O:27])=[CH:5][CH:4]=2)=[CH:20][CH:19]=1 |f:1.2.3,^1:31,33,52,71|. Procedure details: Under argon atmosphere, a mixture of 6-(trifluoromethanesulfoxy)-1-indanone (11. 5 g), 4-methylphenyl borate (6.69 g), potassium carbonate (11.3 g), toluene (400 ml), ethanol (40 ml) and water (40 ml) was stirred at room temperature for 30 minutes, and to the mixture was added tetrakis(triphenylphosphine)palladium (1.42 g). The mixture was refluxed for 17 hours and cooled to room temperature. The organic layer was separated, dried with anhydrous sodium sulfate, and concentrated under reduced pre...